Dataset: the Open Reaction Database (ORD), a public repository of structured organic reaction records. Task: describe an organic reaction: reactants, conditions, products, and yield The reactants are NC1=C(C=C(C=C1)SCC1=CC=CC=C1)/C=C/C(=O)OCC ((E)-ethyl 3-(2-amino-5-(benzylthio)phenyl)acrylate), ClC=1C=C(C=CC1)C1=CC(=C(C(=C1)OC)I)F (3′-chloro-3-fluoro-4-iodo-5-methoxy-1,1′-biphenyl), C([O-])([O-])=O.[Cs+].[Cs+] (cesium carbonate). The reagents and catalysts are C=1C=CC(=CC1)/C=C/C(=O)/C=C/C2=CC=CC=C2.C=1C=CC(=CC1)/C=C/C(=O)/C=C/C2=CC=CC=C2.C=1C=CC(=CC1)/C=C/C(=O)/C=C/C2=CC=CC=C2.[Pd].[Pd] (Pd2(dba)3), CC1(C2=C(C(=CC=C2)P(C3=CC=CC=C3)C4=CC=CC=C4)OC5=C(C=CC=C51)P(C6=CC=CC=C6)C7=CC=CC=C7)C (Xantphos). The product is C(C1=CC=CC=C1)SC=1C=CC(=C(C1)/C=C/C(=O)OCC)NC1=C(C=C(C=C1OC)C1=CC(=CC=C1)Cl)F ((E)-ethyl 3-(5-(benzylthio)-2-((3′-chloro-3-fluoro-5-methoxy-[1,1′-biphenyl]-4-yl)amino)phenyl)acrylate). The yield is 53.7%. RXN SMILES: [NH2:1][C:2]1[CH:7]=[CH:6][C:5]([S:8][CH2:9][C:10]2[CH:15]=[CH:14][CH:13]=[CH:12][CH:11]=2)=[CH:4][C:3]=1/[CH:16]=[CH:17]/[C:18]([O:20][CH2:21][CH3:22])=[O:19].[Cl:23][C:24]1[CH:25]=[C:26]([C:30]2[CH:35]=[C:34]([O:36][CH3:37])[C:33](I)=[C:32]([F:39])[CH:31]=2)[CH:27]=[CH:28][CH:29]=1.C(=O)([O-])[O-].[Cs+].[Cs+]>C1C=CC(/C=C/C(/C=C/C2C=CC=CC=2)=O)=CC=1.C1C=CC(/C=C/C(/C=C/C2C=CC=CC=2)=O)=CC=1.C1C=CC(/C=C/C(/C=C/C2C=CC=CC=2)=O)=CC=1.[Pd].[Pd].CC1(C)C2C(=C(P(C3C=CC=CC=3)C3C=CC=CC=3)C=CC=2)OC2C(P(C3C=CC=CC=3)C3C=CC=CC=3)=CC=CC1=2>[CH2:9]([S:8][C:5]1[CH:6]=[CH:7][C:2]([NH:1][C:33]2[C:34]([O:36][CH3:37])=[CH:35][C:30]([C:26]3[CH:27]=[CH:28][CH:29]=[C:24]([Cl:23])[CH:25]=3)=[CH:31][C:32]=2[F:39])=[C:3](/[CH:16]=[CH:17]/[C:18]([O:20][CH2:21][CH3:22])=[O:19])[CH:4]=1)[C:10]1[CH:15]=[CH:14][CH:13]=[CH:12][CH:11]=1 |f:2.3.4,5.6.7.8.9|. Procedure: A pressure vessel was charged with (E)-ethyl 3-(2-amino-5-(benzylthio)phenyl)acrylate (497.91 mg, 1.589 mmol, made via Method 42, Steps 1-2), 3′-chloro-3-fluoro-4-iodo-5-methoxy-1,1′-biphenyl (605 mg, 1.668 mmol), Xantphos (46.0 mg, 0.079 mmol), Pd2(dba)3 (36.4 mg, 0.040 mmol), and cesium carbonate (1035 mg, 3.18 mmol) were added. The vessel was flushed with Ar (g), then toluene (3177 μl) was added. The vessel was sealed and lowered into a 110° C. heating bath for 4 h. The heating bath was turne... The solvent is CN(C=O)C (N,N-dimethylformamide). The reactants are O=C1C(=CN=C(N1)C1=C(C=CC=C1)OCC(C)C)C#N (1,6-dihydro-6-oxo-2-(2-isobutoxyphenyl)-pyrimidine-5-carbonitrile), [N-]=[N+]=[N-].[Na+] (sodium azide), [Cl-].[NH4+] (ammonium chloride). Yield: 54.9%. RXN SMILES: [O:1]=[C:2]1[NH:7][C:6]([C:8]2[CH:13]=[CH:12][CH:11]=[CH:10][C:9]=2[O:14][CH2:15][CH:16]([CH3:18])[CH3:17])=[N:5][CH:4]=[C:3]1[C:19]#[N:20].[N-:21]=[N+:22]=[N-:23].[Na+].[Cl-].[NH4+]>CN(C)C=O>[CH2:15]([O:14][C:9]1[CH:10]=[CH:11][CH:12]=[CH:13][C:8]=1[C:6]1[NH:7][C:2](=[O:1])[C:3]([C:19]2[NH:23][N:22]=[N:21][N:20]=2)=[CH:4][N:5]=1)[CH:16]([CH3:17])[CH3:18] |f:1.2,3.4|. Reported procedure: A mixture of 1,6-dihydro-6-oxo-2-(2-isobutoxyphenyl)-pyrimidine-5-carbonitrile (3.78 g., 0.014 mole), sodium azide (1.0 g., 0.0154 mole), and ammonium chloride (0.824 g., 0.0154 mole) in N,N-dimethylformamide was heated at 125° for 19 hours stirring. The solvent was removed under reduced pressure. The residue was treated with water (40 ml.). The mixture was acidified with 6N hydrochloric acid with stirring. The mixture was filtered and the collected solid recrystallized from glacial acetic acid ... The product is C(C(C)C)OC1=C(C=CC=C1)C1=NC=C(C(N1)=O)C1=NN=NN1 (2-(2-Isobutoxyphenyl)-5-(5-1H-tetrazolyl)pyrimidin-4(3H)-one). The reactants are [H-].[H-].[H-].[H-].[Li+].[Al+3] (LiAlH4), C(C)(C)(C)C1=C([C-](C=C1)C(C)=O)C(C)(C)C.C(C)(=O)[C-]1C=CC=C1.[Fe+2] (di-tert-butyl-diacetylferrocene), C(C)(C)(C)C1=C([C-](C=C1)C(C)=O)C(C)(C)C.C(C)(=O)[C-]1C=CC=C1.[Fe+2] (di-tert-butyl-diacetylferrocene), [Al+3].[Cl-].[Cl-].[Cl-] (AlCl3), [Al+3].[Cl-].[Cl-].[Cl-] (AlCl3). Run in CCOCC (Et2O), CCCCCC (hexane), CCOCC (Et2O). Run at time 15 minute. Product: C(C)(C)(C)C1=C([C-](C=C1)CC)C(C)(C)C.C(C)[C-]1C=CC=C1.[Fe+2] (Di-tert-butyl-diethylferrocene). RXN SMILES: [C:1]([C:5]1[CH:9]=[CH:8][C-:7]([C:10](=O)[CH3:11])[C:6]=1[C:13]([CH3:16])([CH3:15])[CH3:14])([CH3:4])([CH3:3])[CH3:2].[C:17]([C-:20]1[CH:24]=[CH:23][CH:22]=[CH:21]1)(=O)[CH3:18].[Fe+2:25].[Al+3].[Cl-].[Cl-].[Cl-].[H-].[H-].[H-].[H-].[Li+].[Al+3]>CCOCC.CCCCCC>[C:1]([C:5]1[CH:9]=[CH:8][C-:7]([CH2:10][CH3:11])[C:6]=1[C:13]([CH3:14])([CH3:16])[CH3:15])([CH3:4])([CH3:3])[CH3:2].[CH2:17]([C-:20]1[CH:24]=[CH:23][CH:22]=[CH:21]1)[CH3:18].[Fe+2:25] |f:0.1.2,3.4.5.6,7.8.9.10.11.12,15.16.17|. Reported procedure: After the di-tert-butyl-diacetylferrocene was prepared, a Schlenk flask under positive nitrogen pressure was charged with 25 ml of dry Et2O. Second 0.35 g (2.61 mmol) of AlCl3 was charged into the reaction flask. Agitation was initiated and the AlCl3 dissolved into solution. Third, 5.23 ml (5.23 mmol) of 1M LiAlH4 in Et2O was charged into the reaction flask via syringe. The resulting suspension was agitated for approximately 15 minutes. Fourth, 1.00 g (2.62 mmol) of the above-prepared di-tert-bu... The reactants are ClC=1C=C2CCN(C2=CC1)C1=C(C=C(C=C1)Cl)[N+](=O)[O-] (5-chloro-1-(4-chloro-2-nitrophenyl)indoline), C1=CC=CC=C1 (benzene), CC=1C=CC2=C(N3C4=C(C(=N2)N2CCN(CC2)C)C=CC=C4CC3)C1 (10-methyl-6-(4-methyl-1-piperazinyl)-1,2-dihydrobenzo[b]pyrrolo[3,2,1-jk][1,4]benzodiazepine). The reagents and catalysts are [Pt] (Pt/C). The solvent is C(C)O (ethanol). The product is C(C)[O-].Cl.NC1=C(C=CC(=C1)Cl)N1CCC2=CC(=CC=C12)Cl (1-(2-amino-4-chlorophenyl)-5-chloroindoline hydrochloride ethanolate). Reaction SMILES: [Cl:1][C:2]1[CH:3]=[C:4]2[C:8](=[CH:9][CH:10]=1)[N:7]([C:11]1[CH:16]=[CH:15][C:14]([Cl:17])=[CH:13][C:12]=1[N+:18]([O-])=[O:19])[CH2:6][CH2:5]2.[CH:21]1[CH:26]=CC=CC=1.CC1C=CC2N=C(N3CCN(C)CC3)C3C=CC=C4CCN(C=34)C=2C=1>[Pt].C(O)C>[CH2:26]([O-:19])[CH3:21].[ClH:1].[NH2:18][C:12]1[CH:13]=[C:14]([Cl:17])[CH:15]=[CH:16][C:11]=1[N:7]1[C:8]2[C:4](=[CH:3][C:2]([Cl:1])=[CH:10][CH:9]=2)[CH2:5][CH2:6]1 |f:5.6.7|. Procedure details: A Parr bottle, charged with 12.4 g (0.040 mole) of 5-chloro-1-(4-chloro-2-nitrophenyl)indoline of Example 8a, 100 ml of benzene, 100 ml of absolute ethanol and 0.5 g of 1%Pt/C was shaken under an initial hydrogen pressure of 57 psig until uptake ceased. The catalyst was then removed by filtration and the filtrate was concentrated in vacuo to an oil weighing 11.2 g (100%). This was dissolved in 30 ml of ethanol and then 30 ml of ether saturated with hydrogen chloride was added. An additional 500 ... Starting materials: COc1ccc(C(=O)O)c2c1oc1ccc([N+](=O)[O-])cc12, O=S(Cl)Cl, c1ccccc1. The product is COc1ccc(C(=O)O)c2c1oc1ccc([N+](=O)[O-])cc12, [Cl-]. RXN SMILES: [CH3:1][O:2][c:3]1[cH:4][cH:5][c:6]([C:19](=[O:20])[OH:21])[c:7]2[c:8]1[o:9][c:10]1[c:11]2[cH:12][c:13]([N+:16](=[O:17])[O-:18])[cH:14][cH:15]1.[S:22]([Cl:23])([Cl:24])=[O:25].[cH:26]1[cH:27][cH:28][cH:29][cH:30][cH:31]1>>[CH3:1][O:2][c:3]1[cH:4][cH:5][c:6]([C:19](=[O:20])[OH:21])[c:7]2[c:8]1[o:9][c:10]1[c:11]2[cH:12][c:13]([N+:16](=[O:17])[O-:18])[cH:14][cH:15]1.[Cl-:24]. RXN SMILES: [Br:16][CH2:17][c:18]1[cH:19][c:20]2[n:21][c:22]([Cl:33])[n:23][c:24]([N:27]3[CH2:28][CH2:29][O:30][CH2:31][CH2:32]3)[c:25]2[s:26]1.[C:1]([CH3:2])([CH3:3])([CH3:4])[O:5][C:6](=[O:7])[N:8]1[CH2:9][CH:10]([CH3:15])[NH:11][CH:12]([CH3:14])[CH2:13]1.[C:34](=[O:35])([O-:36])[O-:37].[CH3:40][C:41]#[N:42].[CH:43]([Cl:44])([Cl:45])[Cl:46].[K+:38].[K+:39]>>[C:1]([CH3:2])([CH3:3])([CH3:4])[O:5][C:6](=[O:7])[N:8]1[CH2:9][CH:10]([CH3:15])[N:11]([CH2:17][c:18]2[cH:19][c:20]3[n:21][c:22]([Cl:33])[n:23][c:24]([N:27]4[CH2:28][CH2:29][O:30][CH2:31][CH2:32]4)[c:25]3[s:26]2)[CH:12]([CH3:14])[CH2:13]1. The product is CC1CN(C(=O)OC(C)(C)C)CC(C)N1Cc1cc2nc(Cl)nc(N3CCOCC3)c2s1. The reactants are Clc1nc(N2CCOCC2)c2sc(CBr)cc2n1, CC1CN(C(=O)OC(C)(C)C)CC(C)N1, O=C([O-])[O-], CC#N, ClC(Cl)Cl, [K+], [K+]. Reaction SMILES: [CH2:1]([OH:4])[CH2:2][OH:3].[H-].[Na+].CN(C)C=O.Br[CH2:13][C:14]1[CH:18]=[CH:17][S:16][CH:15]=1>O1CCCC1>[S:16]1[CH:17]=[CH:18][C:14]([CH2:13][O:3][CH2:2][CH2:1][OH:4])=[CH:15]1 |f:1.2|. Procedure: 621 mg of ethylene glycol was dissolved in 1 ml of tetrahydrofuran, and 88 mg of 60% oily sodium hydride and 0.5 ml of dimethylformamide were added. After the mixture was stirred at room temperature for 5 minutes, a tetrahydrofuran solution(1 ml) of 200 mg of 3-bromomethylthiophene was added. The mixture was stirred at 60 ° C. for 2 hours, and then the solvent was evaporated. The residue was worked up in a customary manner to give 181 mg of the captioned compound as a pale yellow oil. Yield: 101.3%. Starting materials: BrCC1=CSC=C1 (3-bromomethylthiophene), [H-].[Na+] (sodium hydride), CN(C=O)C (dimethylformamide), C(CO)O (ethylene glycol). The product is S1C=C(C=C1)COCCO (2-(3-thienylmethoxy)ethanol). Reaction conditions: time 5 minute. Solvent: O1CCCC1 (tetrahydrofuran), O1CCCC1 (tetrahydrofuran). Reactants: C(C)OC(C(C(C(C)=O)C1=CC=CC=C1)C(C)=O)=O (2-acetyl-4-oxo-3-phenyl-pentanoic acid ethyl ester), O.NN (hydrazine hydrate). Run in C(C)O (ethanol). The product is COC(=O)C=1C(C(=NNC1C)C)C1=CC=CC=C1 (1,4-Dihydro-3,6-dimethyl-4-phenyl-pyridazine-5-carboxylic acid methyl ester). Reaction SMILES: [CH2:1]([O:3][C:4](=[O:19])[CH:5]([C:16](=O)[CH3:17])[CH:6]([C:10]1[CH:15]=[CH:14][CH:13]=[CH:12][CH:11]=1)[C:7](=O)[CH3:8])C.O.[NH2:21][NH2:22]>C(O)C>[CH3:1][O:3][C:4]([C:5]1[CH:6]([C:10]2[CH:15]=[CH:14][CH:13]=[CH:12][CH:11]=2)[C:7]([CH3:8])=[N:21][NH:22][C:16]=1[CH3:17])=[O:19] |f:1.2|. Procedure details: 19 g (75 mmols) of 2-acetyl-4-oxo-3-phenyl-pentanoic acid ethyl ester were heated to the boil together with 3.75 g (75 mmols) of hydrazine hydrate in 100 ml of ethanol under nitrogen for 10 hours. The solvent was then distilled off in vacuo and the residue was recrystallised from isopropanol. Reactants: ClC=1C=CC(=C(C[C@H]2C(N(CC(NC2)=NOC2=CC=CC=C2)C(=O)N[C@H](CC)C=2OC=C(N2)C(=O)OCC(Cl)(Cl)Cl)=O)C1)OC (2,2,2-trichloroethyl 2-[(1R)-1-({[(6R)-6-(5-chloro-2-methoxybenzyl)-5-oxo-2-(phenoxyimino)-1,4-diazepan-4-yl]carbonyl}amino)propyl]-1,3-oxazole-4-carboxylate). Reagents/catalysts: [Zn] (zinc). The solvent is C(C)(=O)O (acetic acid). Reaction conditions: time 3 hour. Yields the product ClC=1C=CC(=C(C[C@@H]2CNC(CN(C2=O)C(=O)N[C@H](CC)C=2OC=C(N2)C(=O)O)=NOC2=CC=CC=C2)C1)OC (2-[(1R)-1-({[(6R)-6-(5-chloro-2-methoxybenzyl)-7-oxo-3-(phenoxyimino)-1,4-diazepan-1-yl]carbonyl}amino)propyl]-1,3-oxazole-4-carboxylic acid). Isolated yield 23.8%. Reaction SMILES: [Cl:1][C:2]1[CH:3]=[CH:4][C:5]([O:44][CH3:45])=[C:6]([CH:43]=1)[CH2:7][C@@H:8]1[CH2:14][NH:13][C:12](=[N:15][O:16][C:17]2[CH:22]=[CH:21][CH:20]=[CH:19][CH:18]=2)[CH2:11][N:10]([C:23]([NH:25][C@@H:26]([C:29]2[O:30][CH:31]=[C:32]([C:34]([O:36]CC(Cl)(Cl)Cl)=[O:35])[N:33]=2)[CH2:27][CH3:28])=[O:24])[C:9]1=[O:42]>C(O)(=O)C.[Zn]>[Cl:1][C:2]1[CH:3]=[CH:4][C:5]([O:44][CH3:45])=[C:6]([CH:43]=1)[CH2:7][C@H:8]1[C:9](=[O:42])[N:10]([C:23]([NH:25][C@@H:26]([C:29]2[O:30][CH:31]=[C:32]([C:34]([OH:36])=[O:35])[N:33]=2)[CH2:27][CH3:28])=[O:24])[CH2:11][C:12](=[N:15][O:16][C:17]2[CH:22]=[CH:21][CH:20]=[CH:19][CH:18]=2)[NH:13][CH2:14]1. Reported procedure: To the compound 61a obtained in Step (1) (90 mg) was dissolved in acetic acid (2 ml), zinc powder (180 mg) was added, and the mixture was stirred at room temperature for 3 hours. The insolubles were filtered out, then the filtrate was concentrated, and the residue was purified by preparative thin layer chromatography (silica gel, chloroform/methanol/acetic acid=8/1/0.25) to obtain the title compound (17.4 mg).